This data is from the Open Reaction Database (ORD), a public repository of structured organic reaction records. The task is: describe an organic reaction: reactants, conditions, products, and yield Reaction SMILES: [CH3:23][N:24]([CH3:25])[c:26]1[cH:27][cH:28][n:29][cH:30][cH:31]1.[CH:32]([OH:33])([CH3:34])[CH3:35].[NH:12]1[CH2:13][CH:14]([C:18](=[O:19])[O:20][CH2:21][CH3:22])[CH2:15][CH2:16][CH2:17]1.[O:1]1[CH:2]([c:4]2[cH:5][cH:6][c:7]([C:8]#[N:9])[cH:10][cH:11]2)[CH2:3]1>>[OH:1][CH:2]([CH2:3][N:12]1[CH2:13][CH:14]([C:18](=[O:19])[O:20][CH2:21][CH3:22])[CH2:15][CH2:16][CH2:17]1)[c:4]1[cH:5][cH:6][c:7]([C:8]#[N:9])[cH:10][cH:11]1. Starting materials: CN(C)c1ccncc1, CC(C)O, CCOC(=O)C1CCCNC1, N#Cc1ccc(C2CO2)cc1. Yields the product CCOC(=O)C1CCCN(CC(O)c2ccc(C#N)cc2)C1. Conditions: time 10 minute. Reaction SMILES: [CH3:1][S:2]([C:5]1[C:6]([CH3:18])=[C:7]([N+:15]([O-:17])=[O:16])[C:8](O)=[C:9]([N+:11]([O-:13])=[O:12])[CH:10]=1)(=[O:4])=[O:3].O.P(Cl)(Cl)([Cl:22])=O>CN(C)C1C=CC=CC=1>[Cl:22][C:8]1[C:7]([N+:15]([O-:17])=[O:16])=[C:6]([CH3:18])[C:5]([S:2]([CH3:1])(=[O:4])=[O:3])=[CH:10][C:9]=1[N+:11]([O-:13])=[O:12]. Run in CN(C1=CC=CC=C1)C (N,N-dimethylaniline). Starting materials: ice, O (water), CS(=O)(=O)C=1C(=C(C(=C(C1)[N+](=O)[O-])O)[N+](=O)[O-])C (4-(methylsulfonyl)-2,6-dinitro-m-cresol), P(=O)(Cl)(Cl)Cl (phosphorus oxychloride). Product: ClC=1C(=C(C(=CC1[N+](=O)[O-])S(=O)(=O)C)C)[N+](=O)[O-] (3-Chloro-6-(methylsulfonyl)-2,4-dinitrotoluene). Reported procedure: To a slurry of 4-(methylsulfonyl)-2,6-dinitro-m-cresol (4.9 g.) in phosphorus oxychloride (21 ml.), N,N-dimethylaniline is added at such a rate that the temperature does not exceed 34° C. When the addition is complete and the initial exotherm has subsided, the mixture is heated to 60°-65° C. and held there for 10 minutes. The reaction mixture is carefully decomposed by pouring into a ice and water mixture. The desired product as a precipitated solid (4.49 g.) is collected and recrystallized from... The reactants are O=C(O)C1CCCN1C(=O)OCc1ccccc1, Nc1ccc(OCc2ccccc2)cc1, O=C(Nc1ccc(OCc2ccccc2)cc1)c1ccccn1, Cl. Product: O=C(Nc1ccc(OCc2ccccc2)cc1)C1CCCN1C(=O)OCc1ccccc1. RXN SMILES: [C:17](=[O:18])([O:19][CH2:20][c:21]1[cH:22][cH:23][cH:24][cH:25][cH:26]1)[N:27]1[CH:28]([C:29](=[O:30])[OH:31])[CH2:32][CH2:33][CH2:34]1.[CH2:2]([c:3]1[cH:4][cH:5][cH:6][cH:7][cH:8]1)[O:9][c:10]1[cH:11][cH:12][c:13]([NH2:14])[cH:15][cH:16]1.[CH2:35]([O:36][c:37]1[cH:38][cH:39][c:40]([NH:41][C:42]([c:43]2[cH:44][cH:45][cH:46][cH:47][n:48]2)=[O:49])[cH:50][cH:51]1)[c:52]1[cH:53][cH:54][cH:55][cH:56][cH:57]1.[ClH:1]>>[CH2:2]([c:3]1[cH:4][cH:5][cH:6][cH:7][cH:8]1)[O:9][c:10]1[cH:11][cH:12][c:13]([NH:14][C:29]([CH:28]2[N:27]([C:17](=[O:18])[O:19][CH2:20][c:21]3[cH:22][cH:23][cH:24][cH:25][cH:26]3)[CH2:34][CH2:33][CH2:32]2)=[O:30])[cH:15][cH:16]1. Procedure details: A solution of 3-cyclopentyl-2-(4-methanesulfonyl-3-trifluoromethyl-phenyl)-propionic acid (73 mg, 0.2 mmol) and triphenylphosphine (79 mg, 0.3 mmol) in methylene chloride (5.0 mL) was cooled to 0° C. and then treated with N-bromosuccinimide (60.5 mg, 0.34 mmol). After the complete addition of N-bromosuccinimide, the reaction mixture was allowed to warm to 25° C. over 30 min. The reaction mixture was then treated with 2-aminopyridine (28.2 mg, 0.3 mmol) and pyridine (1 drop). The resulting reacti... Conditions: temperature 25 celsius, time 48 hour. Starting materials: BrN1C(CCC1=O)=O (N-bromosuccinimide), NC1=NC=CC=C1 (2-aminopyridine), C1(CCCC1)CC(C(=O)O)C1=CC(=C(C=C1)S(=O)(=O)C)C(F)(F)F (3-cyclopentyl-2-(4-methanesulfonyl-3-trifluoromethyl-phenyl)-propionic acid), C1(=CC=CC=C1)P(C1=CC=CC=C1)C1=CC=CC=C1 (triphenylphosphine), BrN1C(CCC1=O)=O (N-bromosuccinimide). Solvent: C(Cl)Cl (methylene chloride), C(Cl)Cl (methylene chloride). The reagents and catalysts are N1=CC=CC=C1 (pyridine). The yield is 61.5%. RXN SMILES: [CH:1]1([CH2:6][CH:7]([C:11]2[CH:16]=[CH:15][C:14]([S:17]([CH3:20])(=[O:19])=[O:18])=[C:13]([C:21]([F:24])([F:23])[F:22])[CH:12]=2)[C:8](O)=[O:9])[CH2:5][CH2:4][CH2:3][CH2:2]1.C1(P(C2C=CC=CC=2)C2C=CC=CC=2)C=CC=CC=1.BrN1C(=O)CCC1=O.[NH2:52][C:53]1[CH:58]=[CH:57][CH:56]=[CH:55][N:54]=1>C(Cl)Cl.N1C=CC=CC=1>[CH:1]1([CH2:6][CH:7]([C:11]2[CH:16]=[CH:15][C:14]([S:17]([CH3:20])(=[O:18])=[O:19])=[C:13]([C:21]([F:22])([F:23])[F:24])[CH:12]=2)[C:8]([NH:52][C:53]2[CH:58]=[CH:57][CH:56]=[CH:55][N:54]=2)=[O:9])[CH2:2][CH2:3][CH2:4][CH2:5]1. The product is C1(CCCC1)CC(C(=O)NC1=NC=CC=C1)C1=CC(=C(C=C1)S(=O)(=O)C)C(F)(F)F (3-cyclopentyl-2-(4-methanesulfonyl-3-trifluoromethyl-phenyl)-N-pyridin-2-yl propionamide). Reactants: C1CC(=O)N(C1=O)Cl (NCS), C(C1=CC=CC=C1)ON1C2CCC(N(C1=O)C2)/C=N/O ((E)-6-(benzyloxy)-7-oxo-1,6-diazabicyclo[3.2.1]octane-2-carbaldehyde oxime), CCN(C(C)C)C(C)C (DIPEA), C(#C)[Si](C)(C)C (Ethynyltrimethylsilane). The reagents and catalysts are N1=CC=CC=C1 (pyridine). Solvent: C(Cl)Cl (DCM), C(Cl)Cl (DCM). Run at time 3.5 hour. Product: C(C1=CC=CC=C1)ON1[C@@H]2CC[C@H](N(C1=O)C2)C2=NOC(=C2)[Si](C)(C)C ((2S,5R)-6-(benzyloxy)-2-(5-(trimethylsilyl)isoxazol-3-yl)-1,6-diazabicyclo[3.2.1]octan-7-one). Isolated yield 39.6%. RXN SMILES: C1C(=O)N(Cl)C(=O)C1.[CH2:9]([O:16][N:17]1[C:23](=[O:24])[N:22]2[CH2:25][CH:18]1[CH2:19][CH2:20][CH:21]2/[CH:26]=[N:27]/[OH:28])[C:10]1[CH:15]=[CH:14][CH:13]=[CH:12][CH:11]=1.[C:29]([Si:31]([CH3:34])([CH3:33])[CH3:32])#[CH:30].CCN(C(C)C)C(C)C>N1C=CC=CC=1.C(Cl)Cl>[CH2:9]([O:16][N:17]1[C:23](=[O:24])[N:22]2[CH2:25][C@H:18]1[CH2:19][CH2:20][C@H:21]2[C:26]1[CH:30]=[C:29]([Si:31]([CH3:34])([CH3:33])[CH3:32])[O:28][N:27]=1)[C:10]1[CH:11]=[CH:12][CH:13]=[CH:14][CH:15]=1. Procedure details: NCS (290 mg, 2.17 mmol) and pyridine (2 drops) were added to a solution of (E)-6-(benzyloxy)-7-oxo-1,6-diazabicyclo[3.2.1]octane-2-carbaldehyde oxime (560 mg, 2.04 mmol) in dry DCM (15 mL). The reaction mixture was stirred at rt for about 3-4 hrs. Ethynyltrimethylsilane (240 mg, 2.44 mmol) was added, then a solution of DIPEA (290 mg, 2.24 mmol) in dry DCM (5 mL) was added slowly over a 0.5 h period. After addition, the reaction mixture was stirred at rt overnight. The reaction mixture was then w... The reactants are solution, CCOCC (ether), C(C)(C)(C)OC(=O)N1N(CC(C1)=O)C(=O)OCC1=CC=CC=C1 (4-Oxo-pyrazolidine-1,2-dicarboxylic acid 1-benzyl ester 2-tert-butyl ester). Solvent: O1CCCC1 (tetrahydrofuran). Run at temperature -78 celsius, time 40 minute. Yields the product C(C)(C)(C)OC(=O)N1N(CC(C1)O)C(=O)OCC1=CC=CC=C1 (4-hydroxypyrazolidine-1,2-dicarboxylic acid 1-benzyl ester 2-tert-butyl ester). The yield is 93.0%. As a reaction SMILES: [C:1]([O:5][C:6]([N:8]1[CH2:12][C:11](=[O:13])[CH2:10][N:9]1[C:14]([O:16][CH2:17][C:18]1[CH:23]=[CH:22][CH:21]=[CH:20][CH:19]=1)=[O:15])=[O:7])([CH3:4])([CH3:3])[CH3:2].CCOCC>O1CCCC1>[C:1]([O:5][C:6]([N:8]1[CH2:12][CH:11]([OH:13])[CH2:10][N:9]1[C:14]([O:16][CH2:17][C:18]1[CH:23]=[CH:22][CH:21]=[CH:20][CH:19]=1)=[O:15])=[O:7])([CH3:4])([CH3:2])[CH3:3]. Procedure: 4-Oxo-pyrazolidine-1,2-dicarboxylic acid 1-benzyl ester 2-tert-butyl ester, 27, (5.0 g, 15.6 mmol) is dissolved in tetrahydrofuran (150 mL) and the solution cooled to −78° C. A 5.0 M solution of borane-dimethyl sulfide complex in ether (6.24 mL, 31.2 mmol) is added dropwise via syringe. After 40 minutes at −78° C., the reaction is quenched by slow addition of a saturated aqueous solution of ammonium chloride (20 mL) The cooling bath is removed, and the mixture allowed to warm to ambient temperat... The reactants are COc1ccc2c(c1)C13CCN(C#N)C(C2)C1CCC(=O)C3, Cl. The product is Cl, COc1ccc2c(c1)C13CCNC(C2)C1CCC(=O)C3. As a reaction SMILES: [C:1](#[N:2])[N:3]1[CH:4]2[CH:5]3[CH2:6][CH2:7][C:8](=[O:22])[CH2:9][C:10]3([c:11]3[cH:12][c:13]([O:18][CH3:19])[cH:14][cH:15][c:16]3[CH2:17]2)[CH2:20][CH2:21]1.[ClH:23]>>[ClH:23].[NH:3]1[CH:4]2[CH:5]3[CH2:6][CH2:7][C:8](=[O:22])[CH2:9][C:10]3([c:11]3[cH:12][c:13]([O:18][CH3:19])[cH:14][cH:15][c:16]3[CH2:17]2)[CH2:20][CH2:21]1. The reactants are aqueous solution, C=O (formaldehyde), C(#N)[BH3-].[Na+] (sodium cyanoborohydride), C(C)(=O)O (acetic acid), NCCCCNC1=C(C=C(C2=C1C(C=C(O2)C2=CC(=C(C=C2)NC(C(C)(C)C)=O)F)=O)F)F (5-(4-aminobutylamino)-6,8-difluoro-2-(3-fluoro-4-pivaloylaminophenyl)-4H-1-benzopyran-4-one). Run in C(C)(=O)OCC (Ethyl acetate), CO (methanol), CO (methanol), C(C)#N (acetonitrile). Run at time 24 hour. Yields the product aqueous solution, C(C)(=O)[O-].[NH4+] (ammonium acetate), CN(CCCCNC1=C(C=C(C2=C1C(C=C(O2)C2=CC(=C(C=C2)NC(C(C)(C)C)=O)F)=O)F)F)C (5-(4-dimethylaminobutylamino)-6,8-difluoro-2-(3-fluoro-4-pivaloylaminophenyl)-4H-1-benzopyran-4-one). Isolated yield 57.5%. As a reaction SMILES: [NH2:1][CH2:2][CH2:3][CH2:4][CH2:5][NH:6][C:7]1[C:12]2[C:13](=[O:31])[CH:14]=[C:15]([C:17]3[CH:22]=[CH:21][C:20]([NH:23][C:24](=[O:29])[C:25]([CH3:28])([CH3:27])[CH3:26])=[C:19]([F:30])[CH:18]=3)[O:16][C:11]=2[C:10]([F:32])=[CH:9][C:8]=1[F:33].C=O.[C:36]([BH3-])#[N:37].[Na+].[C:40]([OH:43])(=[O:42])[CH3:41]>CO.C(#N)C.C(OCC)(=O)C>[C:40]([O-:43])(=[O:42])[CH3:41].[NH4+:1].[CH3:40][N:37]([CH3:36])[CH2:2][CH2:3][CH2:4][CH2:5][NH:6][C:7]1[C:12]2[C:13](=[O:31])[CH:14]=[C:15]([C:17]3[CH:22]=[CH:21][C:20]([NH:23][C:24](=[O:29])[C:25]([CH3:28])([CH3:27])[CH3:26])=[C:19]([F:30])[CH:18]=3)[O:16][C:11]=2[C:10]([F:32])=[CH:9][C:8]=1[F:33] |f:2.3,8.9|. Procedure details: 190 mg (0.412 mmol) of the above 5-(4-aminobutylamino)-6,8-difluoro-2-(3-fluoro-4-pivaloylaminophenyl)-4H-1-benzopyran-4-one was dissolved in 10 mL of methanol, 0.23 mL (8.2 mmol) of a 37% aqueous solution of formaldehyde, 259 mg (4.12 mmol) of sodium cyanoborohydride and a solution of 0.24 mL (4.1 mmol) of acetic acid in 0.48 mL of methanol were added and the mixture was stirred at room temperature for 24 hours. Ethyl acetate was added to the reaction solution, and the organic layer was separat... Starting materials: C(CCCCCC)OC1=C(C(=NC=C1)CO)C (4-heptyloxy-2-hydroxymethyl-3-methylpyridine), S(=O)(Cl)Cl (thionyl chloride). The solvent is C(Cl)(Cl)Cl (chloroform). The product is C(CCCCCC)OC1=C(C(=NC=C1)CCl)C (4-heptyloxy-2-chloromethyl-3-methylpyridine). The yield is 180.7%. Reaction SMILES: [CH2:1]([O:8][C:9]1[CH:14]=[CH:13][N:12]=[C:11]([CH2:15]O)[C:10]=1[CH3:17])[CH2:2][CH2:3][CH2:4][CH2:5][CH2:6][CH3:7].S(Cl)([Cl:20])=O>C(Cl)(Cl)Cl>[CH2:1]([O:8][C:9]1[CH:14]=[CH:13][N:12]=[C:11]([CH2:15][Cl:20])[C:10]=1[CH3:17])[CH2:2][CH2:3][CH2:4][CH2:5][CH2:6][CH3:7]. Procedure details: 14.5 g (0.061 mol, 1.0 eq.) of 4-heptyloxy-2-hydroxymethyl-3-methylpyridine was dissolved in 700 mL of chloroform, and 37.0 g (0.311 mol, 5.1 eq.) of thionyl chloride was added dropwise at 22 to 30° C. Subsequently, the mixture was heated to reflux for 30 minutes and then concentrated, to obtain 28.2 g of 4-heptyloxy-2-chloromethyl-3-methylpyridine as a black oily matter. Starting materials: Brc1ccc2c(c1)CCC2, O=C([O-])[O-], CC1(C)OB(c2ccc(-n3c(CC4CCN(C(=O)C5CC5)C4)n[nH]c3=O)cc2)OC1(C)C, [K+], [K+], C1COCCO1. Yields the product O=C(C1CC1)N1CCC(Cc2n[nH]c(=O)n2-c2ccc(-c3ccc4c(c3)CCC4)cc2)C1. Reaction SMILES: [Br:33][c:34]1[cH:35][c:36]2[c:40]([cH:41][cH:42]1)[CH2:39][CH2:38][CH2:37]2.[C:43](=[O:44])([O-:45])[O-:46].[CH:1]1([C:4](=[O:5])[N:6]2[CH2:7][CH:8]([CH2:11][c:12]3[n:13](-[c:18]4[cH:19][cH:20][c:21]([B:24]5[O:25][C:26]([CH3:27])([CH3:28])[C:29]([CH3:30])([CH3:31])[O:32]5)[cH:22][cH:23]4)[c:14](=[O:17])[nH:15][n:16]3)[CH2:9][CH2:10]2)[CH2:2][CH2:3]1.[K+:47].[K+:48].[O:49]1[CH2:50][CH2:51][O:52][CH2:53][CH2:54]1>>[CH:1]1([C:4](=[O:5])[N:6]2[CH2:7][CH:8]([CH2:11][c:12]3[n:13](-[c:18]4[cH:19][cH:20][c:21](-[c:34]5[cH:35][c:36]6[c:40]([cH:41][cH:42]5)[CH2:39][CH2:38][CH2:37]6)[cH:22][cH:23]4)[c:14](=[O:17])[nH:15][n:16]3)[CH2:9][CH2:10]2)[CH2:2][CH2:3]1.